This data is from the Open Reaction Database (ORD), a public repository of structured organic reaction records. The task is: describe an organic reaction: reactants, conditions, products, and yield Reactants: CC(C)(C)O, C1CCOC1, CC=C(C)C, Cc1cc2cc(C=O)ncc2o1, [O-][Cl+][O-], [K+], [Na+], O, O=P([O-])(O)O. Product: Cc1cc2cc(C(=O)O)ncc2o1. As a reaction SMILES: [C:34]([OH:35])([CH3:36])([CH3:37])[CH3:38].[CH2:28]1[O:29][CH2:30][CH2:31][CH2:32]1.[CH3:13][C:14](=[CH:15][CH3:16])[CH3:17].[CH3:1][c:2]1[cH:3][c:4]2[c:5]([cH:6][n:7][c:8]([CH:10]=[O:11])[cH:9]2)[o:12]1.[Cl+:24]([O-:25])[O-:26].[K+:23].[Na+:27].[OH2:33].[P:18](=[O:19])([O-:20])([OH:21])[OH:22]>>[CH3:1][c:2]1[cH:3][c:4]2[c:5]([cH:6][n:7][c:8]([C:10](=[O:11])[OH:19])[cH:9]2)[o:12]1. The reactants are CC1=C(C=C(C(=O)OC)C=C1)N1C(C2=CC(=CC=C2C=C1)OS(=O)(=O)C(F)(F)F)=O (Methyl 4-methyl-3-[1-oxo-7-{[(trifluoromethyl)sulfonyl]oxy} isoquinolin-2(1H)-yl]benzoate), C=1C=CC(=CC1)P(C=2C=CC=CC2)C3=CC=C4C=CC=CC4=C3C5=C6C=CC=CC6=CC=C5P(C=7C=CC=CC7)C=8C=CC=CC8 (BINAP), C([O-])([O-])=O.[Cs+].[Cs+] (cesium carbonate), CN1CCNCC1 (N-methylpiperazine). Reagents/catalysts: C(C)(=O)[O-].[Pd+2].C(C)(=O)[O-] (palladium acetate). Run in C1(=CC=CC=C1)C (Toluene), C(C)(=O)OCC (ethyl acetate). Reaction conditions: temperature 95 celsius, time 16 hour. Yields the product CC1=C(C=C(C(=O)OC)C=C1)N1C(C2=CC(=CC=C2C=C1)N1CCN(CC1)C)=O (methyl 4-methyl-3-[7-(4-methylpiperazin-1-yl)-1-oxoisoquinolin-2(1H)-yl]benzoate). RXN SMILES: [CH3:1][C:2]1[CH:11]=[CH:10][C:5]([C:6]([O:8][CH3:9])=[O:7])=[CH:4][C:3]=1[N:12]1[CH:21]=[CH:20][C:19]2[C:14](=[CH:15][C:16](OS(C(F)(F)F)(=O)=O)=[CH:17][CH:18]=2)[C:13]1=[O:30].C1C=CC(P(C2C(C3C(P(C4C=CC=CC=4)C4C=CC=CC=4)=CC=C4C=3C=CC=C4)=C3C(C=CC=C3)=CC=2)C2C=CC=CC=2)=CC=1.C(=O)([O-])[O-].[Cs+].[Cs+].[CH3:83][N:84]1[CH2:89][CH2:88][NH:87][CH2:86][CH2:85]1>C(OCC)(=O)C.C([O-])(=O)C.[Pd+2].C([O-])(=O)C.C1(C)C=CC=CC=1>[CH3:1][C:2]1[CH:11]=[CH:10][C:5]([C:6]([O:8][CH3:9])=[O:7])=[CH:4][C:3]=1[N:12]1[CH:21]=[CH:20][C:19]2[C:14](=[CH:15][C:16]([N:87]3[CH2:88][CH2:89][N:84]([CH3:83])[CH2:85][CH2:86]3)=[CH:17][CH:18]=2)[C:13]1=[O:30] |f:2.3.4,7.8.9|. Reported procedure: Methyl 4-methyl-3-[1-oxo-7-{[(trifluoromethyl)sulfonyl]oxy} isoquinolin-2(1H)-yl]benzoate (243 mg), palladium acetate (12 mg), BINAP (69 mg), and cesium carbonate (449 mg) were placed in a reaction tube under an atmosphere of argon. Toluene (2.5 ml) was added followed by N-methylpiperazine (0.183 ml) and the reaction mixture was stirred in a sealed tube at 95° C. for 16 hours. The reaction mixture was diluted with ethyl acetate and washed with water (2×), brine, dried (magnesium sulfate) and con... Starting materials: CC(=O)O[BH-](OC(C)=O)OC(C)=O, CCOC(=O)C1(CN)CC1, CC(=O)[O-], ClCCl, [Na+], [Na+], O=C1CCCC1. Yields the product CCOC(=O)C1(CNC2CCCC2)CC1. RXN SMILES: [C:22]([O:23][BH-:24]([O:25][C:26](=[O:27])[CH3:28])[O:29][C:30](=[O:31])[CH3:32])(=[O:33])[CH3:34].[CH2:1]([CH3:2])[O:3][C:4](=[O:5])[C:6]1([CH2:9][NH2:10])[CH2:7][CH2:8]1.[CH3:18][C:19](=[O:20])[O-:21].[Cl:36][CH2:37][Cl:38].[Na+:17].[Na+:35].[O:11]=[C:12]1[CH2:13][CH2:14][CH2:15][CH2:16]1>>[CH2:1]([CH3:2])[O:3][C:4](=[O:5])[C:6]1([CH2:9][NH:10][CH:12]2[CH2:13][CH2:14][CH2:15][CH2:16]2)[CH2:7][CH2:8]1. The reactants are CNC1=CC=CC=C1 (N-methylaniline), ClCCC(=O)Cl (3-chloropropionyl chloride). Solvent: O1CCCC1 (tetrahydrofuran), O1CCCC1 (tetrahydrofuran). Yields the product ClCCC(=O)N(C1=CC=CC=C1)C (3-Chloro-N-methyl-N-phenylpropanamide). Yield: 92.6%. Reaction SMILES: [CH3:1][NH:2][C:3]1[CH:8]=[CH:7][CH:6]=[CH:5][CH:4]=1.[Cl:9][CH2:10][CH2:11][C:12](Cl)=[O:13]>O1CCCC1>[Cl:9][CH2:10][CH2:11][C:12]([N:2]([CH3:1])[C:3]1[CH:8]=[CH:7][CH:6]=[CH:5][CH:4]=1)=[O:13]. Procedure: A solution of 107.2 g (1.00 mole) of N-methylaniline in 150 ml of tetrahydrofuran was added dropwise to a solution of 90.4 g (0.71 mole) of 3-chloropropionyl chloride in 250 ml of tetrahydrofuran. The reaction temperature was maintained between 5° and 15° C. throughout the addition. After the final addition, the solution was filtered to remove a solid precipitate, and the filtrate was concentrated under reduced pressure to yield 130.0 g (91%) of a dark oil. An analytical sample was prepared by f... The reactants are COC(CNC(C=C)=O)OC (acrylamidoacetaldehyde dimethyl acetal), N1C(CCC1)=O (pyrrolidone). Conditions: temperature 80 celsius, time 10 minute. The product is COC(CNC(CCN1C(CCC1)=O)=O)OC (N-[2,2-Dimethoxyethyl]-3-[2-oxopyrrolidin-1-yl]propionamide). As a reaction SMILES: [CH3:1][O:2][CH:3]([O:10][CH3:11])[CH2:4][NH:5][C:6](=[O:9])[CH:7]=[CH2:8].[NH:12]1[CH2:16][CH2:15][CH2:14][C:13]1=[O:17]>>[CH3:1][O:2][CH:3]([O:10][CH3:11])[CH2:4][NH:5][C:6](=[O:9])[CH2:7][CH2:8][N:12]1[CH2:16][CH2:15][CH2:14][C:13]1=[O:17]. Procedure details: 10 g (62.8 mmol) of the acrylamido acetal from Example 2 are mixed with 6 g (70.5 mmol) of pyrrolidone and, after addition of one drop of Triton B, the mixture is warmed to 80° C. After 10 minutes, the reaction is terminated. The thin-layer chromatogram shows no UV absorbing acetal. The product is subsequently freed from traces of solvent under a high vacuum. It is a single compound according to TLC. NMR data: 2 methylene protons at each of 2.0, 2.4, 2.5, 3.3, 3.4 and 3.6 ppm(t), 6 methoxy proto... Starting materials: ClCC(=O)C=1C=C2C(CCC(C2=CC1)(C)C)(C)C (6-Chloroacetyl-1,2,3,4-tetrahydro-1,1,4,4-tetramethylnaphthalene), [Cl-].C(=O)(OCC)C1=CC=C(C(=[NH2+])N)C=C1 (4-carbethoxybenzamidinium chloride), C([O-])([O-])=O.[K+].[K+] (potassium carbonate), CN(C=O)C (dimethylformamide). Conditions: time 10 minute. Yields the product C(=O)(OCC)C1=CC=C(C=C1)C=1N=C(NC1)C1=CC=2C(CCC(C2C=C1)(C)C)(C)C (4-(4-Carbethoxyphenyl)-2-(5,6,7,8-tetrahydro-5,5,8,8-tetramethyl-2-naphthalenyl)-imidazole). Reaction SMILES: ClC[C:3]([C:5]1[CH:6]=[C:7]2[C:12](=[CH:13][CH:14]=1)[C:11]([CH3:16])([CH3:15])[CH2:10][CH2:9][C:8]2([CH3:18])[CH3:17])=O.[Cl-].[C:20]([C:25]1[CH:33]=[CH:32][C:28]([C:29]([NH2:31])=[NH2+])=[CH:27][CH:26]=1)([O:22][CH2:23][CH3:24])=[O:21].C(=O)([O-])[O-].[K+].[K+].[CH3:40][N:41](C)C=O>>[C:20]([C:25]1[CH:26]=[CH:27][C:28]([C:29]2[N:31]=[C:3]([C:5]3[CH:14]=[CH:13][C:12]4[C:11]([CH3:16])([CH3:15])[CH2:10][CH2:9][C:8]([CH3:18])([CH3:17])[C:7]=4[CH:6]=3)[NH:41][CH:40]=2)=[CH:32][CH:33]=1)([O:22][CH2:23][CH3:24])=[O:21] |f:1.2,3.4.5|. Reported procedure: 2.6 g (10 millimoles) of 6-chloroacetyl-1,2,3,4-tetrahydro-1,1,4,4-tetramethylnaphthalene (for preparation see Example 28), 2.1 g (10 millimoles) of 4-carbethoxybenzamidinium chloride and 5 g of potassium carbonate in 100 ml of dimethylformamide were refluxed for 1 hour. After cooling, the mixture was poured onto water and stirred for 10 minutes, and the precipitate formed was filtered off under suction. Purification by column chromatography (silica gel; 9 1 n-heptane/ethyl acetate) gave 0.3 g o...